From a dataset of the Open Reaction Database (ORD), a public repository of structured organic reaction records. describe an organic reaction: reactants, conditions, products, and yield The reactants are OCC1COc2ccc(Cl)cc2O1, O, Cc1ccc(S(=O)(=O)Cl)cc1, c1ccncc1. Yields the product Cc1ccc(S(=O)(=O)OCC2COc3ccc(Cl)cc3O2)cc1. As a reaction SMILES: [Cl:12][c:13]1[cH:14][cH:15][c:16]2[c:17]([cH:24]1)[O:18][CH:19]([CH2:22][OH:23])[CH2:20][O:21]2.[OH2:25].[c:1]1([CH3:11])[cH:2][cH:3][c:4]([S:7](=[O:8])(=[O:9])[Cl:10])[cH:5][cH:6]1.[cH:26]1[cH:27][cH:28][n:29][cH:30][cH:31]1>>[c:1]1([CH3:11])[cH:2][cH:3][c:4]([S:7](=[O:8])(=[O:9])[O:23][CH2:22][CH:19]2[O:18][c:17]3[c:16]([cH:15][cH:14][c:13]([Cl:12])[cH:24]3)[O:21][CH2:20]2)[cH:5][cH:6]1. Starting materials: C[O-], CC(O)(C(=O)Nc1ccc(S)cc1Cl)C(F)(F)F, Cl[Cu], O=S(=O)(c1ccc(I)cc1)N1CCCC1, [Na+]. Yields the product CC(O)(C(=O)Nc1ccc(Sc2ccc(S(=O)(=O)N3CCCC3)cc2)cc1Cl)C(F)(F)F. As a reaction SMILES: [CH3:34][O-:35].[Cl:1][c:2]1[c:3]([NH:9][C:10]([C:11]([C:12]([F:13])([F:14])[F:15])([CH3:16])[OH:17])=[O:18])[cH:4][cH:5][c:6]([SH:8])[cH:7]1.[Cl:37][Cu:38].[I:19][c:20]1[cH:21][cH:22][c:23]([S:26](=[O:27])(=[O:28])[N:29]2[CH2:30][CH2:31][CH2:32][CH2:33]2)[cH:24][cH:25]1.[Na+:36]>>[Cl:1][c:2]1[c:3]([NH:9][C:10]([C:11]([C:12]([F:13])([F:14])[F:15])([CH3:16])[OH:17])=[O:18])[cH:4][cH:5][c:6]([S:8][c:20]2[cH:21][cH:22][c:23]([S:26](=[O:27])(=[O:28])[N:29]3[CH2:30][CH2:31][CH2:32][CH2:33]3)[cH:24][cH:25]2)[cH:7]1. The reactants are CC(C)(C)OC(=O)NC(CCn1nccn1)C(=O)NC1(c2ncccn2)CC1, ClCCl, O=C(O)C(F)(F)F. Yields the product O=C(O)C(F)(F)F, NC(CCn1nccn1)C(=O)NC1(c2ncccn2)CC1. Reaction SMILES: [C:1]([O:2][C:3](=[O:4])[NH:7][CH:8]([CH2:9][CH2:10][n:11]1[n:12][cH:13][cH:14][n:15]1)[C:16]([NH:17][C:18]1([c:21]2[n:22][cH:23][cH:24][cH:25][n:26]2)[CH2:19][CH2:20]1)=[O:27])([CH3:5])([CH3:6])[CH3:28].[Cl:36][CH2:37][Cl:38].[F:29][C:30]([C:31](=[O:32])[OH:33])([F:34])[F:35]>>[F:29][C:30]([C:31](=[O:32])[OH:33])([F:34])[F:35].[NH2:7][CH:8]([CH2:9][CH2:10][n:11]1[n:12][cH:13][cH:14][n:15]1)[C:16]([NH:17][C:18]1([c:21]2[n:22][cH:23][cH:24][cH:25][n:26]2)[CH2:19][CH2:20]1)=[O:27].